This data is from the Open Reaction Database (ORD), a public repository of structured organic reaction records. The task is: describe an organic reaction: reactants, conditions, products, and yield The reactants are O (water), C(=O)([O-])[O-].[Na+].[Na+] (Na2CO3), C(=O)(OC(C)(C)C)N1C(=CC=C1)B(O)O (N-Boc-pyrrole-2-boronic acid), ClC1=NC=CC(=C1)OC1=CC=C(N)C=C1 (4-((2-chloropyridin-4-yl)oxy)aniline). Reagents/catalysts: Cl[Pd]([P](C1=CC=CC=C1)(C2=CC=CC=C2)C3=CC=CC=C3)([P](C4=CC=CC=C4)(C5=CC=CC=C5)C6=CC=CC=C6)Cl (PdCl2(PPh3)2). Solvent: O1CCOCC1 (1,4-dioxane). Run at temperature 72 celsius. The product is NC1=CC=C(OC2=CC(=NC=C2)C=2N(C=CC2)C(=O)OC(C)(C)C)C=C1 (tert-butyl 2-[4-(4-aminophenoxy)pyridin-2-yl]-1H-pyrrole-1-carboxylate). As a reaction SMILES: [C:1]([N:8]1[CH:12]=[CH:11][CH:10]=[C:9]1B(O)O)([O:3][C:4]([CH3:7])([CH3:6])[CH3:5])=[O:2].Cl[C:17]1[CH:22]=[C:21]([O:23][C:24]2[CH:30]=[CH:29][C:27]([NH2:28])=[CH:26][CH:25]=2)[CH:20]=[CH:19][N:18]=1.C([O-])([O-])=O.[Na+].[Na+].O>O1CCOCC1.Cl[Pd](Cl)([P](C1C=CC=CC=1)(C1C=CC=CC=1)C1C=CC=CC=1)[P](C1C=CC=CC=1)(C1C=CC=CC=1)C1C=CC=CC=1>[NH2:28][C:27]1[CH:29]=[CH:30][C:24]([O:23][C:21]2[CH:22]=[CH:17][N:18]=[C:19]([C:9]3[N:8]([C:1]([O:3][C:4]([CH3:7])([CH3:6])[CH3:5])=[O:2])[CH:12]=[CH:11][CH:10]=3)[CH:20]=2)=[CH:25][CH:26]=1 |f:2.3.4,^1:46,65|. Reported procedure: To a stirred mixture of N-Boc-pyrrole-2-boronic acid (114 mg, 0.54 mmol) and 4-((2-chloropyridin-4-yl)oxy)aniline (100 mg, 0.45 mmol) in 8 ml of 1,4-dioxane, was added PdCl2(PPh3)2 (10 mg, 0.014 mmol) and 1M Na2CO3 aqueous solution (0.5 ml, 1.0 mmol). The mixture was heated at 72° C. under N2 for one hour, cooled to room temperature and poured into 100 ml of water. The resulting mixture was extracted with EtOAc (2×50 ml). The organic layers were combined, washed with brine (50 ml), dried over Na... Reported procedure: A solution of 2-(3-bromo-phenyl)-1,4,4-trimethyl-1,2,3,4-tetrahydro-quinoline-6-carbonitrile (354.0 mg, 1.0 mmol), copper(I) iodide (57.0 mg, 0.3 mmol), 1-amino-cyclopropanecarboxylic acid (309.0 mg, 3.0 mmol) and potassium carbonate (415.0 mg, 3.0 mmol) in dimethyl sulfoxide (2.0 mL) was stirred at 120° C. for 16 h. Then the reaction mixture was cooled to room temperature and extracted with ethyl acetate (150 mL×2), washed with water (50 mL×2) and saturated aqueous ammonium chloride solution (5... Reagents/catalysts: [Cu]I (copper(I) iodide). The product is C(#N)C=1C=C2C(CC(N(C2=CC1)C)C=1C=C(C=CC1)NC1(CC1)C(=O)O)(C)C (1-[3-(6-cyano-1,4,4-trimethyl-1,2,3,4-tetrahydro-quinolin-2-yl)-phenylamino]-cyclopropanecarboxylic acid). As a reaction SMILES: Br[C:2]1[CH:3]=[C:4]([CH:8]2[CH2:17][C:16]([CH3:19])([CH3:18])[C:15]3[C:10](=[CH:11][CH:12]=[C:13]([C:20]#[N:21])[CH:14]=3)[N:9]2[CH3:22])[CH:5]=[CH:6][CH:7]=1.[NH2:23][C:24]1([C:27]([OH:29])=[O:28])[CH2:26][CH2:25]1.C(=O)([O-])[O-].[K+].[K+]>CS(C)=O.[Cu]I>[C:20]([C:13]1[CH:14]=[C:15]2[C:10](=[CH:11][CH:12]=1)[N:9]([CH3:22])[CH:8]([C:4]1[CH:3]=[C:2]([NH:23][C:24]3([C:27]([OH:29])=[O:28])[CH2:26][CH2:25]3)[CH:7]=[CH:6][CH:5]=1)[CH2:17][C:16]2([CH3:19])[CH3:18])#[N:21] |f:2.3.4|. The solvent is CS(=O)C (dimethyl sulfoxide). Starting materials: BrC=1C=C(C=CC1)C1N(C2=CC=C(C=C2C(C1)(C)C)C#N)C (2-(3-bromo-phenyl)-1,4,4-trimethyl-1,2,3,4-tetrahydro-quinoline-6-carbonitrile), NC1(CC1)C(=O)O (1-amino-cyclopropanecarboxylic acid), C([O-])([O-])=O.[K+].[K+] (potassium carbonate). The yield is 30.2%. Reactants: NC1=NC(=NS1)C(C(=O)OCC)=NOC1CC1 (ethyl 2-(5-amino-l,2,4-thiadiazol-3-yl)-2-(cyclopropyloxyimino)acetate), Cl (hydrochloric acid). The solvent is [OH-].[Na+] (sodium hydroxide). Conditions: time 2 hour. The product is NC1=NC(=NS1)C(C(=O)O)=NOC1CC1 (2-(5-amino-l,2,4-thiadiazol-3-yl)-2-cyclopropyloxyiminoacetic acid). Yield: 16.2%. Reaction SMILES: [NH2:1][C:2]1[S:6][N:5]=[C:4]([C:7](=[N:13][O:14][CH:15]2[CH2:17][CH2:16]2)[C:8]([O:10]CC)=[O:9])[N:3]=1.Cl>[OH-].[Na+]>[NH2:1][C:2]1[S:6][N:5]=[C:4]([C:7](=[N:13][O:14][CH:15]2[CH2:17][CH2:16]2)[C:8]([OH:10])=[O:9])[N:3]=1 |f:2.3|. Procedure: A suspension of ethyl 2-(5-amino-l,2,4-thiadiazol-3-yl)-2-(cyclopropyloxyimino)acetate (syn isomer)(763 mg) in 1N sodium hydroxide (6 ml) was stirred at ambient temperature for 2 hours to give a clear solution. The mixture was adjusted to pH 4.5 with 1N hydrochloric acid and washed with ethyl acetate. The aqueous solution was adjusted to pH 3 with 1N hydrochloric acid and extracted with ethyl acetate. The extract was washed with saturated aqueous sodium chloride, dried over magnesium sulfate, an... The reactants are [OH-].[Na+] (NaOH), 1R, COC1=CC=C(C=C1)CN ((4-methoxyphenyl) methanamine), [OH-].[Na+] (NaOH), BrCCCCCC(=O)Cl (6-bromohexanoyl chloride). Run in C(Cl)Cl (CH2Cl2), C(Cl)Cl (CH2Cl2). The product is BrCCCCCC(=O)NCC1=CC=C(C=C1)OC (6-Bromo-N-(4-methoxyphenylmethyl)hexanamide). The yield is 65.0%. Reaction SMILES: [CH3:1][O:2][C:3]1[CH:8]=[CH:7][C:6]([CH2:9][NH2:10])=[CH:5][CH:4]=1.[OH-].[Na+].[Br:13][CH2:14][CH2:15][CH2:16][CH2:17][CH2:18][C:19](Cl)=[O:20]>C(Cl)Cl>[Br:13][CH2:14][CH2:15][CH2:16][CH2:17][CH2:18][C:19]([NH:10][CH2:9][C:6]1[CH:7]=[CH:8][C:3]([O:2][CH3:1])=[CH:4][CH:5]=1)=[O:20] |f:1.2|. Procedure details: A cooled solution of (4-methoxyphenyl) methanamine (0.55 g, 4.0 mmol) in CH2Cl2 was stirred vigorously with 2% aqueous NaOH (9.6 mL, 4.8 mmol) while 6-bromohexanoyl chloride (4.8 mmol) in CH2Cl2 was added dropwise. The same NaOH solution was then used to maintain pH at 9, and at costant pH the layers were separated. The organic phase was washed with 3 N HCl, with H2O, and then dried over Na2SO4 and evaporated under reduced pressure. The crude residue was chromatographed (CHCl3/AcOEt, 1:1, as elu... Reactants: C(C)(=O)C1C(OC(C1)CCCC)=O (3-acetyl-5-n-butyldihydro-2(3H)-furanone), [OH-].[Na+] (sodium hydroxide), C(CCCC)=O (valeraldehyde), C(C)(=O)C1C(OCC1)=O (3-acetyl-dihydro-2(3H)-furanone). The solvent is C1(=CC=CC=C1)C (toluene). Yields the product C(CCCC)=C1C(OCC1)=O (3-Pentylidene-dihydro-2(3H)-furanone), C(CCCC)=C1C(OC(C1)CCCC)=O (3-pentylidene-5-n-butyldihydro-2(3H)-furanone). Reaction SMILES: [CH:1](=O)[CH2:2][CH2:3]CC.[C:7]([CH:10]1[CH2:14][CH2:13][O:12][C:11]1=[O:15])(=O)[CH3:8].[C:16]([CH:19]1[CH2:23][CH:22]([CH2:24][CH2:25][CH2:26][CH3:27])[O:21][C:20]1=[O:28])(=O)[CH3:17].[OH-].[Na+]>C1(C)C=CC=CC=1>[CH:7](=[C:10]1[CH2:14][CH2:13][O:12][C:11]1=[O:15])[CH2:8][CH2:1][CH2:2][CH3:3].[CH:16](=[C:19]1[CH2:23][CH:22]([CH2:24][CH2:25][CH2:26][CH3:27])[O:21][C:20]1=[O:28])[CH2:17][CH2:1][CH2:2][CH3:3] |f:3.4|. Procedure: Two reactions were carried out in accordance with the process of the invention using valeraldehyde. For one reaction (Example VI) 3-acetyl-dihydro-2(3H)-furanone was used and for the second reaction (Example VII) 3-acetyl-5-n-butyldihydro-2(3H)-furanone was employed. Both reactions used sodium hydroxide with toluene as the diluent and the reactants were present in essentially equimolar amounts. 3-Pentylidene-dihydro-2(3H)-furanone (86°-104° C. at 0.1 mm/Hg) and 3-pentylidene-5-n-butyldihydro-2(3...